This data is from the Open Reaction Database (ORD), a public repository of structured organic reaction records. The task is: describe an organic reaction: reactants, conditions, products, and yield Starting materials: C1CCOC1, CNC(=O)c1ccc2c(c1)c(C1CCN(CCN3CCNC3=O)CC1)cn2-c1ccc(F)cc1, [Na+], [OH-], O. The product is CNCc1ccc2c(c1)c(C1CCN(CCN3CCNC3=O)CC1)cn2-c1ccc(F)cc1. As a reaction SMILES: [CH2:38]1[O:39][CH2:40][CH2:41][CH2:42]1.[F:1][c:2]1[cH:3][cH:4][c:5](-[n:8]2[cH:9][c:10]([CH:21]3[CH2:22][CH2:23][N:24]([CH2:27][CH2:28][N:29]4[C:30](=[O:34])[NH:31][CH2:32][CH2:33]4)[CH2:25][CH2:26]3)[c:11]3[cH:12][c:13]([C:17](=[O:18])[NH:19][CH3:20])[cH:14][cH:15][c:16]23)[cH:6][cH:7]1.[Na+:37].[OH-:36].[OH2:35]>>[F:1][c:2]1[cH:3][cH:4][c:5](-[n:8]2[cH:9][c:10]([CH:21]3[CH2:22][CH2:23][N:24]([CH2:27][CH2:28][N:29]4[C:30](=[O:34])[NH:31][CH2:32][CH2:33]4)[CH2:25][CH2:26]3)[c:11]3[cH:12][c:13]([CH2:17][NH:19][CH3:20])[cH:14][cH:15][c:16]23)[cH:6][cH:7]1.